This data is from the Open Reaction Database (ORD), a public repository of structured organic reaction records. The task is: describe an organic reaction: reactants, conditions, products, and yield Reactants: C#CCO, ClCc1ccccc1, Cl, [K+], [OH-]. Product: C#CCOCc1ccccc1. As a reaction SMILES: [CH2:3]([C:4]#[CH:5])[OH:6].[Cl:7][CH2:8][c:9]1[cH:10][cH:11][cH:12][cH:13][cH:14]1.[ClH:15].[K+:2].[OH-:1]>>[CH2:3]([C:4]#[CH:5])[O:6][CH2:8][c:9]1[cH:10][cH:11][cH:12][cH:13][cH:14]1. Starting materials: CC[C@@H]1CN2CC[C@@H]1C[C@@H]2[C@@H](C3=C4C=C(C=CC4=NC=C3)OC)OC5=NN=C(C6=CC=CC=C65)O[C@@H]([C@H]7C[C@@H]8CCN7C[C@@H]8CC)C9=C1C=C(C=CC1=NC=C9)OC (AD-mix-alpha), C(C)(C)(C)O (tert-butyl alcohol), O (H2O), S(=O)([O-])[O-].[Na+].[Na+] (sodium sulfite), BrC1=CC=C(C=C1)C(=C)C(F)F (1-bromo-4-[1-(difluoromethyl)vinyl]benzene). The solvent is C(C)(=O)OCC (Ethyl acetate). The product is BrC1=CC=C(C=C1)[C@](CO)(C(F)F)O ((2S)-2-(4-bromophenyl)-3,3-difluoropropane-1,2-diol). RXN SMILES: CC[C@H]1[C@H]2C[C@H]([C@H](OC3C4C(=CC=CC=4)C(O[C@H](C4C=CN=C5C=4C=C(OC)C=C5)[C@@H]4N5C[C@H](CC)[C@@H](CC5)C4)=NN=3)C3C=CN=C4C=3C=C([O:22]C)C=C4)N(CC2)C1.C(O)(C)(C)C.[Br:64][C:65]1[CH:70]=[CH:69][C:68]([C:71]([CH:73]([F:75])[F:74])=[CH2:72])=[CH:67][CH:66]=1.S([O-])([O-])=O.[Na+].[Na+].[OH2:82]>C(OCC)(=O)C>[Br:64][C:65]1[CH:66]=[CH:67][C:68]([C@@:71]([OH:22])([CH:73]([F:74])[F:75])[CH2:72][OH:82])=[CH:69][CH:70]=1 |f:3.4.5|. Procedure: To a 250 mL flask charged with commercial AD-mix-alpha (7 g) were added tert-butyl alcohol (25 mL) and H2O (25 mL). The mixture was stirred at room temperature to give 2 clear phases and the low phases appeared yellow orange. After cooling to 0° C., 1-bromo-4-[1-(difluoromethyl)vinyl]benzene (1.1 g, 4.7 mmol) was added at once and the mixture was stirred at approximately 4° C. overnight. A bright yellow mixture resulted. The mixture was kept at 0° C. and solid sodium sulfite (8 g, 64 mmol) was a... The reactants are O (water), I(=O)(=O)C1=C(C(=O)O)C=CC=C1 (2-iodoxybenzoic acid), FC(OC1=CC=C(C=C1)C=1SC=C(N1)CO)(F)F ({2-[4-(trifluoromethoxy)phenyl]-1,3-thiazol-4-yl}methanol). Solvent: CS(=O)C (dimethylsulfoxide), CS(=O)C (dimethylsulfoxide). Run at time 8 hour. The product is FC(OC1=CC=C(C=C1)C=1SC=C(N1)C=O)(F)F (2-[4-(Trifluoromethoxy)phenyl]-1,3-thiazole-4-carbaldehyde). Isolated yield 99.9%. RXN SMILES: I(C1C=CC=CC=1C(O)=O)(=O)=O.[F:13][C:14]([F:30])([F:29])[O:15][C:16]1[CH:21]=[CH:20][C:19]([C:22]2[S:23][CH:24]=[C:25]([CH2:27][OH:28])[N:26]=2)=[CH:18][CH:17]=1.O>CS(C)=O>[F:30][C:14]([F:13])([F:29])[O:15][C:16]1[CH:21]=[CH:20][C:19]([C:22]2[S:23][CH:24]=[C:25]([CH:27]=[O:28])[N:26]=2)=[CH:18][CH:17]=1. Procedure details: A solution of 2-iodoxybenzoic acid (441 mg) in dimethylsulfoxide (5 mL) was added to a solution of {2-[4-(trifluoromethoxy)phenyl]-1,3-thiazol-4-yl}methanol (361 mg) in dimethylsulfoxide (10 mL) and the resulting mixture was stirred at room temperature overnight. After water was added, the mixture was filtered through Celite and then extracted with ethyl acetate. The solvent was distilled off under reduced pressure to afford the title compound (358 mg) as the residue. Starting materials: O=C([O-])[O-], ClC(Cl)Cl, [K+], [K+], Oc1ccccc1, COC(=O)c1ccc(CO)cc1, O=S(Cl)Cl, c1ccncc1. Product: COC(=O)c1ccc(COc2ccccc2)cc1. Reaction SMILES: [C:24](=[O:25])([O-:26])[O-:27].[CH:30]([Cl:31])([Cl:32])[Cl:33].[K+:28].[K+:29].[OH:17][c:18]1[cH:19][cH:20][cH:21][cH:22][cH:23]1.[OH:1][CH2:2][c:3]1[cH:4][cH:5][c:6]([C:7](=[O:8])[O:9][CH3:10])[cH:11][cH:12]1.[S:13]([Cl:14])([Cl:15])=[O:16].[cH:34]1[cH:35][cH:36][n:37][cH:38][cH:39]1>>[O:1]([CH2:2][c:3]1[cH:4][cH:5][c:6]([C:7](=[O:8])[O:9][CH3:10])[cH:11][cH:12]1)[c:18]1[cH:19][cH:20][cH:21][cH:22][cH:23]1. Reactants: CC1=C(C=CC=C1)C(C(=O)OC)=COC (methyl α-(2-methylphenyl)-β-methoxyacrylate), BrN1C(CCC1=O)=O (N-bromosuccinimide), C1(CCC(N1)=O)=O (succinimide). Reagents/catalysts: N(=NC(C#N)(C)C)C(C#N)(C)C (azobisisobutyronitrile). Solvent: C(Cl)(Cl)(Cl)Cl (CCl4). Reaction conditions: temperature 90 celsius. Product: BrCC1=C(C=CC=C1)C(C(=O)OC)=COC (Methyl α-(2-bromomethylphenyl)-β-methoxyacrylate). The yield is 97.3%. As a reaction SMILES: [CH3:1][C:2]1[CH:7]=[CH:6][CH:5]=[CH:4][C:3]=1[C:8](=[CH:13][O:14][CH3:15])[C:9]([O:11][CH3:12])=[O:10].[Br:16]N1C(=O)CCC1=O.C1(=O)NC(=O)CC1>N(C(C)(C)C#N)=NC(C)(C)C#N.C(Cl)(Cl)(Cl)Cl>[Br:16][CH2:1][C:2]1[CH:7]=[CH:6][CH:5]=[CH:4][C:3]=1[C:8](=[CH:13][O:14][CH3:15])[C:9]([O:11][CH3:12])=[O:10]. Procedure details: 20.6 g of the methyl α-(2-methylphenyl)-β-methoxyacrylate obtained as described in method A, 17.65 g of N-bromosuccinimide, 0.2 g of azobisisobutyronitrile and 150 ml of CCl4 are slowly heated to 90° C. and kept at this temperature until all of the succinimide floats on the solvent. The mixture is filtered, the filtrate is evaporated down, and the oil which remains is dissolved in about 5 ml of acetone and brought to crystallization with n-hexane. 27.5 g of colorless crystals of melting point 86... Reactants: Cl.C(C1=CC=CC=C1)OC1=CC=C(C=C1)NN (1-[4-(Benzyloxy)phenyl]hydrazine hydrochloride), FC(C(CC(=O)C1=CC=C(OCCNC(OC(C)(C)C)=O)C=C1)=O)(F)F (tert-Butyl 2-[4-(4,4,4-trifluoro-3-oxobutanoyl)-phenoxy]ethylcarbamate). The product is Cl.C(C1=CC=CC=C1)OC1=CC=C(C=C1)N1N=C(C=C1C1=CC=C(OCCN)C=C1)C(F)(F)F (2-{4-[1-(4-Benzyloxyphenyl)-3-(trifluoromethyl)-1H-pyrazol-5-yl]phenoxyl}ethanamine hydrochloride). The yield is 87.5%. Reaction SMILES: [ClH:1].[CH2:2]([O:9][C:10]1[CH:15]=[CH:14][C:13]([NH:16][NH2:17])=[CH:12][CH:11]=1)[C:3]1[CH:8]=[CH:7][CH:6]=[CH:5][CH:4]=1.[F:18][C:19]([F:43])([F:42])[C:20](=O)[CH2:21][C:22]([C:24]1[CH:40]=[CH:39][C:27]([O:28][CH2:29][CH2:30][NH:31]C(=O)OC(C)(C)C)=[CH:26][CH:25]=1)=O>>[ClH:1].[CH2:2]([O:9][C:10]1[CH:11]=[CH:12][C:13]([N:16]2[C:22]([C:24]3[CH:40]=[CH:39][C:27]([O:28][CH2:29][CH2:30][NH2:31])=[CH:26][CH:25]=3)=[CH:21][C:20]([C:19]([F:18])([F:42])[F:43])=[N:17]2)=[CH:14][CH:15]=1)[C:3]1[CH:4]=[CH:5][CH:6]=[CH:7][CH:8]=1 |f:0.1,3.4|. Reported procedure: The title compound (12.9 g, 87.5%) was prepared from 1-[4-(benzyloxy)phenyl]hydrazine hydrochloride obtained by Example 79-1 and tert-butyl 2-[4-(4,4,4-trifluoro-3-oxobutanoyl)phenoxy]ethylcarbamate obtained by Example 78-2 in a similar manner to that of Example 78-3. The reactants are C(#C)C1(CCC(CC1)C1CCC(CC1)CCC)OC (4-ethynyl-4-methoxy-4′-propylbicyclohexyl), C(#C)C1(CCC(CC1)C1CCC(CC1)CCCCC)CCCCC (4-ethynyl-4,4′-dipentylbicyclohexyl), C(CCCC)C1(CCC(CC1)C1CCC(CC1)CCCCC)C#CC#CC1(CCC(CC1)C1CCC(CC1)CCC)OC (4-[4-(4,4′-dipentylbicyclohexyl-4-yl)buta-1,3-diynyl]-4-methoxy-4′-propylbicyclohexyl), 136, 4-[4-(4,4′-dipentylbicyclohexyl-4-yl)buta-1,3-diynyl]-4,4′-dipentylbicyclohexyl and 4-[4-(4-methoxy-4′-propylbicyclohexyl-4-yl)buta-1,3-diynyl]-4-methoxy-4′-propylbicyclohexyl, ( 80 ). Reagents/catalysts: O.C(C)(=O)[O-].[Cu+2].C(C)(=O)[O-] (copper(II) acetate monohydrate), [Cu]I (copper(I) iodide). Solvent: N1=CC=CC=C1 (pyridine), CO (methanol). The product is COC1(CCC(CC1)C1CCC(CC1)CCC)C#CC#CC1(CCC(CC1)C1CCC(CC1)CCC)OC (4-[4-(4-methoxy-4′-propylbicyclohexyl-4-yl)buta-1,3-diynyl]-4-methoxy-4′-propylbicyclohexyl). Reaction SMILES: [C:1]([C:3]1([O:18][CH3:19])[CH2:8][CH2:7][CH:6]([CH:9]2[CH2:14][CH2:13][CH:12]([CH2:15][CH2:16][CH3:17])[CH2:11][CH2:10]2)[CH2:5][CH2:4]1)#[CH:2].C(C1(CCCCC)CCC(C2CCC(CCCCC)CC2)CC1)#C.C(C1(C#C[C:68]#[C:69][C:70]2([O:85][CH3:86])[CH2:75][CH2:74][CH:73]([CH:76]3[CH2:81][CH2:80][CH:79]([CH2:82][CH2:83][CH3:84])[CH2:78][CH2:77]3)[CH2:72][CH2:71]2)CCC(C2CCC(CCCCC)CC2)CC1)CCCC>N1C=CC=CC=1.CO.O.C([O-])(=O)C.[Cu+2].C([O-])(=O)C.[Cu]I>[CH3:19][O:18][C:3]1([C:1]#[C:2][C:68]#[C:69][C:70]2([O:85][CH3:86])[CH2:75][CH2:74][CH:73]([CH:76]3[CH2:81][CH2:80][CH:79]([CH2:82][CH2:83][CH3:84])[CH2:78][CH2:77]3)[CH2:72][CH2:71]2)[CH2:8][CH2:7][CH:6]([CH:9]2[CH2:14][CH2:13][CH:12]([CH2:15][CH2:16][CH3:17])[CH2:11][CH2:10]2)[CH2:5][CH2:4]1 |f:5.6.7.8|. Procedure details: 4.00 g of 4-ethynyl-4-methoxy-4′-propylbicyclohexyl, 5.04 g of 4-ethynyl-4,4′-dipentylbicyclohexyl, 10.65 g of copper(II) acetate monohydrate and 0.145 g of copper(I) iodide are refluxed overnight in a mixture of 25 ml of pyridine and 25 ml of methanol. Conventional work-up gives a mixture of the three coupling products 4-[4-(4,4′-dipentylbicyclohexyl-4-yl)buta-1,3-diynyl]-4-methoxy-4′-propylbicyclohexyl (C 76 N 136 I, Δε=0.95, Δn=0.006), 4-[4-(4,4′-dipentylbicyclohexyl-4-yl)buta-1,3-diynyl]-4,4...